From a dataset of the Open Reaction Database (ORD), a public repository of structured organic reaction records. describe an organic reaction: reactants, conditions, products, and yield Reactants: COC=1C=C(C=CC1OC)CCNCCCOC=1N(N=C(C1)C1=CC(=C(C=C1)OC)OC)CC1=CC=CC=C1 (3-(3-[N-(2-(3,4-dimethoxyphenyl)-ethyl)-amino]-propyloxy)-2-benzyl-5-(3,4-dimethoxyphenyl)-pyrazole), [H][H] (hydrogen). Reagents/catalysts: [Pd] (palladium on charcoal). Solvent: C(C)(=O)O (acetic acid). Product: COC=1C=C(C=CC1OC)CCNCCCOC1=NNC(=C1)C1=CC(=C(C=C1)OC)OC (3-{3-[N-(2-(3,4-dimethoxyphenyl)-ethyl)-amino]-propyloxy}-5-(3,4-dimethoxyphenyl)-pyrazole). Yield: 27.0%. Reaction SMILES: [CH3:1][O:2][C:3]1[CH:4]=[C:5]([CH2:11][CH2:12][NH:13][CH2:14][CH2:15][CH2:16][O:17][C:18]2[N:19](CC3C=CC=CC=3)[N:20]=[C:21]([C:23]3[CH:28]=[CH:27][C:26]([O:29][CH3:30])=[C:25]([O:31][CH3:32])[CH:24]=3)[CH:22]=2)[CH:6]=[CH:7][C:8]=1[O:9][CH3:10].[H][H]>C(O)(=O)C.[Pd]>[CH3:1][O:2][C:3]1[CH:4]=[C:5]([CH2:11][CH2:12][NH:13][CH2:14][CH2:15][CH2:16][O:17][C:18]2[CH:22]=[C:21]([C:23]3[CH:28]=[CH:27][C:26]([O:29][CH3:30])=[C:25]([O:31][CH3:32])[CH:24]=3)[NH:20][N:19]=2)[CH:6]=[CH:7][C:8]=1[O:9][CH3:10]. Reported procedure: 4.9 g of 3-(3-[N-(2-(3,4-dimethoxyphenyl)-ethyl)-amino]-propyloxy)-2-benzyl-5-(3,4-dimethoxyphenyl)-pyrazole were dissolved in glacial acetic acid, 0.5 g of palladium on charcoal was added, and the reaction mixture was hydrogenated at 80 bar hydrogen pressure and at 80° C. for 24 hours. After removal of the catalyst by filtration, the reaction mixture was concentrated by evaporation and rendered alkaline (pH=10) with sodium hydroxide solution, and the product was extracted with ethyl acetate. Th... Product: COc1ccsc1SC. Reactants: [Li]CCCC, CSSC, COc1ccsc1, CCOCC, CCCCCC, O. Reaction SMILES: [CH2:14]([Li:15])[CH2:16][CH2:17][CH3:18].[CH3:19][S:20][S:21][CH3:22].[CH3:1][O:2][c:3]1[cH:4][s:5][cH:6][cH:7]1.[CH3:23][CH2:24][O:25][CH2:26][CH3:27].[CH3:8][CH2:9][CH2:10][CH2:11][CH2:12][CH3:13].[OH2:28]>>[CH3:1][O:2][c:3]1[c:4]([S:20][CH3:19])[s:5][cH:6][cH:7]1.